The task is: describe an organic reaction: reactants, conditions, products, and yield. This data is from the Open Reaction Database (ORD), a public repository of structured organic reaction records. Product: [O-][n+]1cc(Br)c2ccccc2c1. Starting materials: Brc1cncc2ccccc12, ClC(Cl)Cl, O=C(OO)c1cccc(Cl)c1. RXN SMILES: [Br:1][c:2]1[cH:3][n:4][cH:5][c:6]2[cH:7][cH:8][cH:9][cH:10][c:11]12.[CH:23]([Cl:24])([Cl:25])[Cl:26].[OH:12][O:13][C:14]([c:15]1[cH:16][c:17]([Cl:18])[cH:19][cH:20][cH:21]1)=[O:22]>>[Br:1][c:2]1[cH:3][n+:4]([O-:12])[cH:5][c:6]2[cH:7][cH:8][cH:9][cH:10][c:11]12.